From a dataset of the Open Reaction Database (ORD), a public repository of structured organic reaction records. describe an organic reaction: reactants, conditions, products, and yield Reactants: CCc1nc(I)cn1CCN, O=CCCc1ccc(C(F)(F)F)cc1F. The product is CCc1nc(I)c2n1CCNC2CCc1ccc(C(F)(F)F)cc1F. RXN SMILES: [CH2:1]([CH3:2])[c:3]1[n:4]([CH2:9][CH2:10][NH2:11])[cH:5][c:6]([I:8])[n:7]1.[F:12][c:13]1[c:14]([CH2:23][CH2:24][CH:25]=[O:26])[cH:15][cH:16][c:17]([C:19]([F:20])([F:21])[F:22])[cH:18]1>>[CH2:1]([CH3:2])[c:3]1[n:4]2[c:5]([c:6]([I:8])[n:7]1)[CH:25]([CH2:24][CH2:23][c:14]1[c:13]([F:12])[cH:18][c:17]([C:19]([F:20])([F:21])[F:22])[cH:16][cH:15]1)[NH:11][CH2:10][CH2:9]2. Starting materials: ice water, solution 25.0, C1(=CC(=C(C=C1S(=O)(=O)Cl)S(=O)(=O)Cl)C)C (1,3-xylene-4,6-disulfonyl dichloride), C1(CCCCC1)O (cyclohexanol). Run in N1=CC=CC=C1 (pyridine). The product is C1(=CC(=C(C=C1S(=O)(=O)OC1CCCCC1)S(=O)(=O)OC1CCCCC1)C)C (dicyclohexyl 1,3-xylene-4,6-disulfonate). Reported procedure: Into a one liter, four-necked, round bottom flask, equipped with stirrer, condenser and thermometer, 100.0 parts of pyridine and 16.55 parts of cyclohexanol were mixed under a nitrogen atmosphere and chilled to 0° C. with an ice water bath. To this solution 25.0 parts of 1,3-xylene-4,6-disulfonyl dichloride were added in portions over thirty minutes. The solution was stirred for one hour at 0° C. and then allowed to stand for twenty-four hours at 15° C. The mixture was poured into one liter of i... Conditions: temperature 0 celsius, time 1 hour. RXN SMILES: [CH:1]1([OH:7])[CH2:6][CH2:5][CH2:4][CH2:3][CH2:2]1.[C:8]1([CH3:23])[C:13]([S:14](Cl)(=[O:16])=[O:15])=[CH:12][C:11]([S:18](Cl)(=[O:20])=[O:19])=[C:10]([CH3:22])[CH:9]=1>N1C=CC=CC=1>[C:8]1([CH3:23])[C:13]([S:14]([O:7][CH:1]2[CH2:6][CH2:5][CH2:4][CH2:3][CH2:2]2)(=[O:16])=[O:15])=[CH:12][C:11]([S:18]([O:7][CH:1]2[CH2:6][CH2:5][CH2:4][CH2:3][CH2:2]2)(=[O:20])=[O:19])=[C:10]([CH3:22])[CH:9]=1. Starting materials: ClC1=NC=CC(=C1)[C@@H]1[C@@H](N(C(O1)=O)CC1=C(C=CC(=C1)C(F)(F)F)C=1C=C(C=CC1OC)C1=C(C=C(C=C1)C(=O)OC)C)C (methyl 2″-{[(4S,5R)-5-(2-chloropyridin -4-yl)-4-methyl-2-oxo-1,3-oxazolidin-3-yl]methyl}-4′-methoxy-2-methyl-4″-(trifluoromethyl)-1,1′:3′,1″-terphenyl-4-carboxylate), CB1OB(OB(O1)C)C (trimethylboroxine), 1,1-bis(di-tert-butylphosphino)ferrocene palladium dichloride. Run in C1CCOC1 (THF), C(=O)([O-])[O-].[K+].[K+] (K2CO3), O (water), CCOC(=O)C (EtOAc). Run at temperature 80 celsius. The product is COC1=C(C=C(C=C1)C1=C(C=C(C=C1)C(=O)OC)C)C1=C(C=C(C=C1)C(F)(F)F)CN1C(O[C@@H]([C@@H]1C)C1=CC(=NC=C1)C)=O (methyl 4′-methoxy-2-methyl-2″-{[(4S,5R)-4-methyl-5-(2-methylpyridin-4-yl)-2-oxo-1,3-oxazolidin-3-yl]methyl}-4″-(trifluoromethyl)-1,1′:3′,1″-terphenyl-4-carboxylate). RXN SMILES: Cl[C:2]1[CH:7]=[C:6]([C@H:8]2[O:12][C:11](=[O:13])[N:10]([CH2:14][C:15]3[CH:20]=[C:19]([C:21]([F:24])([F:23])[F:22])[CH:18]=[CH:17][C:16]=3[C:25]3[CH:26]=[C:27]([C:33]4[CH:38]=[CH:37][C:36]([C:39]([O:41][CH3:42])=[O:40])=[CH:35][C:34]=4[CH3:43])[CH:28]=[CH:29][C:30]=3[O:31][CH3:32])[C@H:9]2[CH3:44])[CH:5]=[CH:4][N:3]=1.[CH3:45]B1OB(C)OB(C)O1>C1COCC1.C([O-])([O-])=O.[K+].[K+].O.CCOC(C)=O>[CH3:32][O:31][C:30]1[CH:29]=[CH:28][C:27]([C:33]2[CH:38]=[CH:37][C:36]([C:39]([O:41][CH3:42])=[O:40])=[CH:35][C:34]=2[CH3:43])=[CH:26][C:25]=1[C:16]1[CH:17]=[CH:18][C:19]([C:21]([F:24])([F:23])[F:22])=[CH:20][C:15]=1[CH2:14][N:10]1[C@@H:9]([CH3:44])[C@@H:8]([C:6]2[CH:5]=[CH:4][N:3]=[C:2]([CH3:45])[CH:7]=2)[O:12][C:11]1=[O:13] |f:3.4.5|. Procedure: To a solution of methyl 2″-{[(4S,5R)-5-(2-chloropyridin -4-yl)-4-methyl-2-oxo-1,3-oxazolidin-3-yl]methyl}-4′-methoxy-2-methyl-4″-(trifluoromethyl)-1,1′:3′,1″-terphenyl-4-carboxylate (48 mg, 0.077 mmol) in THF (1 mL) and K2CO3 (1N) (1 mL) was added trimethylboroxine (0.107 mL, 0.768 mmol) and 1,1-bis(di-tert-butylphosphino)ferrocene palladium dichloride (7.1 mg, 0.011 mmol). The mixture was sealed and heated at 80° C. overnight. The mixture was diluted with water and EtOAc and filtered through Ce... Starting materials: [F-].C(CCC)[N+](CCCC)(CCCC)CCCC (Tetrabutylammonium fluoride), C(CCC)S(=O)(=O)N(C1=CC2=C(OC(O2)(C2=CC=CC=C2)C2=CC=CC=C2)C=C1)S(=O)(=O)CCCC (N,N-Bis(butylsulfonyl)-2,2-diphenyl-1,3-benzodioxol-5-amine), O (water). Run in O1CCCC1 (tetrahydrofuran), O1CCCC1 (tetrahydrofuran). Run at time 8 hour. The product is C1(=CC=CC=C1)C1(OC2=C(O1)C=CC(=C2)NS(=O)(=O)CCCC)C2=CC=CC=C2 (butane-1-sulfonic acid (2,2-diphenyl-benzo[1,3]dioxol-5-yl)-amide). Yield: 73.3%. RXN SMILES: [CH2:1]([S:5]([N:8](S(CCCC)(=O)=O)[C:9]1[CH:29]=[CH:28][C:12]2[O:13][C:14]([C:22]3[CH:27]=[CH:26][CH:25]=[CH:24][CH:23]=3)([C:16]3[CH:21]=[CH:20][CH:19]=[CH:18][CH:17]=3)[O:15][C:11]=2[CH:10]=1)(=[O:7])=[O:6])[CH2:2][CH2:3][CH3:4].[F-].C([N+](CCCC)(CCCC)CCCC)CCC.O>O1CCCC1>[C:22]1([C:14]2([C:16]3[CH:17]=[CH:18][CH:19]=[CH:20][CH:21]=3)[O:13][C:12]3[CH:28]=[CH:29][C:9]([NH:8][S:5]([CH2:1][CH2:2][CH2:3][CH3:4])(=[O:6])=[O:7])=[CH:10][C:11]=3[O:15]2)[CH:23]=[CH:24][CH:25]=[CH:26][CH:27]=1 |f:1.2|. Reported procedure: N,N-Bis(butylsulfonyl)-2,2-diphenyl-1,3-benzodioxol-5-amine (Example 80, 79 mg, 0.15 mmol) was dissolved in tetrahydrofuran (4 ml). Tetrabutylammonium fluoride solution in tetrahydrofuran (1M, 0.16 mL, 0.16 mmol) was added dropwise at room temperature and the solution was stirred at room temperature overnight. The reaction was heated to reflux for 30 minutes, poured into water and extracted twice with ethyl acetate. The combined organic layers were washed with saturated aqueous sodium chloride s... Product: C(CCC)C1=NC2=C(N1CC1=CC=C(C=C1)C1=C(C=CC=C1)C1=NN=NN1)C=CC(=C2)N(C(=O)NC2CCCCC2)C (4'-[(2-n-Butyl-5-(N-cyclohexylaminocarbonyl-methylamino)-benzimidazol-1-yl)-methyl]-2-(1H-tetrazol-5-yl)-biphenyl). As a reaction SMILES: [CH2:1]([C:5]1[N:9]([CH2:10][C:11]2[CH:16]=[CH:15][C:14]([C:17]3[CH:22]=[CH:21][CH:20]=[CH:19][C:18]=3[C:23]3[N:27](C(C4C=CC=CC=4)(C4C=CC=CC=4)C4C=CC=CC=4)[N:26]=[N:25][N:24]=3)=[CH:13][CH:12]=2)[C:8]2[CH:47]=[CH:48][C:49]([N:51]([CH3:61])[C:52]([NH:54][CH:55]3[CH2:60][CH2:59][CH2:58][CH2:57][CH2:56]3)=[O:53])=[CH:50][C:7]=2[N:6]=1)[CH2:2][CH2:3][CH3:4].Cl>C(Cl)Cl.CCOCC.CO>[CH2:1]([C:5]1[N:9]([CH2:10][C:11]2[CH:12]=[CH:13][C:14]([C:17]3[CH:22]=[CH:21][CH:20]=[CH:19][C:18]=3[C:23]3[NH:27][N:26]=[N:25][N:24]=3)=[CH:15][CH:16]=2)[C:8]2[CH:47]=[CH:48][C:49]([N:51]([CH3:61])[C:52]([NH:54][CH:55]3[CH2:56][CH2:57][CH2:58][CH2:59][CH2:60]3)=[O:53])=[CH:50][C:7]=2[N:6]=1)[CH2:2][CH2:3][CH3:4] |f:2.3.4|. Solvent: C(Cl)Cl.CCOCC.CO (methylene chloride ether methanol). Reported procedure: Prepared in analogous manner to Example 58b from 4'-[(2-n-butyl-5-(N-cyclohexylaminocarbonyl-methylamino)-benzimidazol-1-yl)-methyl]-2-(1-triphenylmethyl-tetrazol-5-yl)-biphenyl and hydrochloric acid in methylene chloride/ether/methanol. Reactants: C(CCC)C1=NC2=C(N1CC1=CC=C(C=C1)C1=C(C=CC=C1)C1=NN=NN1C(C1=CC=CC=C1)(C1=CC=CC=C1)C1=CC=CC=C1)C=CC(=C2)N(C(=O)NC2CCCCC2)C (4'-[(2-n-butyl-5-(N-cyclohexylaminocarbonyl-methylamino)-benzimidazol-1-yl)-methyl]-2-(1-triphenylmethyl-tetrazol-5-yl)-biphenyl), Cl (hydrochloric acid).